This data is from the Open Reaction Database (ORD), a public repository of structured organic reaction records. The task is: describe an organic reaction: reactants, conditions, products, and yield The reactants are BrC1=CC(=C(C=C1)[N+](=O)[O-])F (4-bromo-2-fluoro-1-nitrobenzene), FC=1C=C(C=NC1)CN ((5-fluoropyridin-3-yl)methanamine), C([O-])([O-])=O.[K+].[K+] (potassium carbonate). As a reaction SMILES: [Br:1][C:2]1[CH:7]=[CH:6][C:5]([N+:8]([O-:10])=[O:9])=[C:4](F)[CH:3]=1.[F:12][C:13]1[CH:14]=[C:15]([CH2:19][NH2:20])[CH:16]=[N:17][CH:18]=1.C(=O)([O-])[O-].[K+].[K+]>CN(C)C=O.C(OCC)(=O)C>[Br:1][C:2]1[CH:7]=[CH:6][C:5]([N+:8]([O-:10])=[O:9])=[C:4]([CH:3]=1)[NH:20][CH2:19][C:15]1[CH:16]=[N:17][CH:18]=[C:13]([F:12])[CH:14]=1 |f:2.3.4|. The product is BrC=1C=CC(=C(NCC=2C=NC=C(C2)F)C1)[N+](=O)[O-] (5-bromo-N-((5-fluoropyridin-3-yl)methyl)-2-nitroaniline). Run in CN(C=O)C (N,N-dimethylformamide), C(C)(=O)OCC (ethyl acetate). Procedure: A mixture of 4-bromo-2-fluoro-1-nitrobenzene (1.20 g, 5.45 mmol), (5-fluoropyridin-3-yl)methanamine (757 mg, 6.0 mmol) and potassium carbonate (3.015 g, 21.82 mmol) in N,N-dimethylformamide (8 mL) was heated at 80° C. for 1 hour. After cooling, the mixture was diluted with ethyl acetate and the mixture was washed with water and brine, dried over magnesium sulfate, filtered and concentrated to give the crude title compound which was used without further purification. MS (ESI) m/z 327 (M+H)+. Reaction conditions: temperature 80 celsius. The reactants are FC=1C=CC(=C(C1)C1=CC=C(C=C1)C[C@H](CC(=O)OCC)NC(C(=O)NN)=O)OC ((R)-ethyl 4-(5′-fluoro-2′-methoxy-[1,1′-biphenyl]-4-yl)-3-(2-hydrazinyl-2-oxoacetamido)butanoate), C(=O)(C=1NC=CN1)C=1NC=CN1 (carbonyl diimidazole). Run in C1CCOC1 (THF). Reaction conditions: time 24 hour. Yields the product FC=1C=CC(=C(C1)C1=CC=C(C=C1)C[C@H](CC(=O)OCC)NC(=O)C=1OC(NN1)=O)OC ((R)-ethyl 4-(5′-fluoro-2′-methoxy-[1,1′-biphenyl]-4-yl)-3-(5-oxo-4,5-dihydro-1,3,4-oxadiazole-2-carboxamido)butanoate). Yield: 87.1%. RXN SMILES: [F:1][C:2]1[CH:3]=[CH:4][C:5]([O:29][CH3:30])=[C:6]([C:8]2[CH:13]=[CH:12][C:11]([CH2:14][C@@H:15]([NH:22][C:23](=[O:28])[C:24]([NH:26][NH2:27])=[O:25])[CH2:16][C:17]([O:19][CH2:20][CH3:21])=[O:18])=[CH:10][CH:9]=2)[CH:7]=1.[C:31](C1NC=CN=1)(C1NC=CN=1)=[O:32]>C1COCC1>[F:1][C:2]1[CH:3]=[CH:4][C:5]([O:29][CH3:30])=[C:6]([C:8]2[CH:9]=[CH:10][C:11]([CH2:14][C@@H:15]([NH:22][C:23]([C:24]3[O:25][C:31](=[O:32])[NH:27][N:26]=3)=[O:28])[CH2:16][C:17]([O:19][CH2:20][CH3:21])=[O:18])=[CH:12][CH:13]=2)[CH:7]=1. Reported procedure: To a solution of (R)-ethyl 4-(5′-fluoro-2′-methoxy-[1,1′-biphenyl]-4-yl)-3-(2-hydrazinyl-2-oxoacetamido)butanoate (4.7 g, 11 mmol) in THF (115 mL) was added carbonyl diimidazole (2.4 g, 14 mmol) and the reaction mixture was stirred at room temperature for 24 hours then concentrated to a yellow oil than was purified by silica gel chromatography (40-45% ethyl acetate/hexane) to afford (R)-ethyl 4-(5′-fluoro-2′-methoxy-[1,1′-biphenyl]-4-yl)-3-(5-oxo-4,5-dihydro-1,3,4-oxadiazole-2-carboxamido)butano... Reactants: O[C@H]1CO[C@H]2[C@@H]1N(C[C@H]2OS(=O)(=O)C2=CC=C(C)C=C2)C(=O)OC(C)(C)C ((3R,3aR,6R,6aS)— tert-butyl 3-hydroxy-6-(tosyloxy)tetrahydro-2H-furo[3,2-b]pyrrole-4(5H)-carboxylate), O1CCOCC1 (dioxan), Cl (HCl). Reaction conditions: time 1 hour. Product: Cl.CC1=CC=C(C=C1)S(=O)(=O)O[C@H]1[C@@H]2[C@H](NC1)[C@H](CO2)O ((3R,3aR,6R,6aS)-3-hydroxyhexahydro-2H-furo[3,2-b]pyrrol-6-yl 4-methylbenzenesulfonate. hydrochloride). Reaction SMILES: [OH:1][C@@H:2]1[C@H:6]2[N:7](C(OC(C)(C)C)=O)[CH2:8][C@@H:9]([O:10][S:11]([C:14]3[CH:20]=[CH:19][C:17]([CH3:18])=[CH:16][CH:15]=3)(=[O:13])=[O:12])[C@H:5]2[O:4][CH2:3]1.O1CCOCC1.[ClH:34]>>[ClH:34].[CH3:18][C:17]1[CH:19]=[CH:20][C:14]([S:11]([O:10][C@@H:9]2[CH2:8][NH:7][C@@H:6]3[C@@H:2]([OH:1])[CH2:3][O:4][C@H:5]23)(=[O:13])=[O:12])=[CH:15][CH:16]=1 |f:3.4|. Procedure details: Boc alcohol (35b) (11.0 g, 27.6 mmol) was dissolved in 4N HCl in dioxan (100 mL, 400 mmol) and the mixture stirred at ambient temperature for 1 hour. The mixture was then concentrated in vacuo and azeotroped three times from toluene to give a pale brown solid (Yield 9.25 g). HPLC-MS 3001 [M+H]+; δH (500 MHz, d6-DMSO) 2.44 (3H, s, CH3-aryl), 3.13 (1H, dd, J=7.8 Hz, NHCH2), 3.38 (1H, dd, J=6.7 Hz, NHCH2), 3.68 (1H, dd, J=2.0, 9.9 Hz, CHOCH2), 3.93 (1H, d, J=5.3 Hz, NHCHCH), 3.98 (1H, dd, J=4.3, 9.... Yields the product CCOC(=O)c1ccccc1CBr. Reactants: O=C1CCC(=O)N1Br, CCOC(=O)c1ccccc1C, ClC(Cl)(Cl)Cl, CC(C)(C#N)N=NC(C)(C)C#N. RXN SMILES: [Br:13][N:14]1[C:15](=[O:16])[CH2:17][CH2:18][C:19]1=[O:20].[CH2:1]([CH3:2])[O:3][C:4]([c:5]1[c:6]([CH3:11])[cH:7][cH:8][cH:9][cH:10]1)=[O:12].[Cl:33][C:34]([Cl:35])([Cl:36])[Cl:37].[N:21]([C:22]([CH3:23])([CH3:24])[C:25]#[N:26])=[N:27][C:28]([CH3:29])([CH3:30])[C:31]#[N:32]>>[CH2:1]([CH3:2])[O:3][C:4]([c:5]1[c:6]([CH2:11][Br:13])[cH:7][cH:8][cH:9][cH:10]1)=[O:12]. As a reaction SMILES: [CH:1]([C:4]1[CH:9]=[CH:8][CH:7]=[C:6]([CH:10]([CH3:12])[CH3:11])[C:5]=1[NH:13][C:14]1[C:15]([NH2:20])=[CH:16][CH:17]=[CH:18][CH:19]=1)([CH3:3])[CH3:2]>C(#N)C>[CH:10]([C:6]1[CH:7]=[CH:8][CH:9]=[C:4]([CH:1]([CH3:2])[CH3:3])[C:5]=1[N:13]1[C:14]2[CH:19]=[CH:18][CH:17]=[CH:16][C:15]=2[N:20]=[C:1]1[C:4]1[CH:9]=[CH:8][CH:7]=[CH:6][CH:5]=1)([CH3:12])[CH3:11]. The solvent is C(C)#N (acetonitrile). Procedure details: N1-(2,6-diisopropylphenyl)benzene-1,2-diamine (8.5 g, 32 mmol) and benzldehyde (3 g, 28.8 mmol) were reacted in acetonitrile (100 ml) under reflux for 3 hours. The reaction mixture was cooled to room temperature. Ferric chloride (0.05 g, 0.28 mmol) was added. The reaction mixture was heated up again to reflux overnight. Air was bubbled through the reaction while reflux. The solvent was evaporated. The residue was dissolved in dichloromethane (200 mL) and ran through a short silica gel plug. The ... Starting materials: C(C)(C)C1=C(C(=CC=C1)C(C)C)NC=1C(=CC=CC1)N (N1-(2,6-diisopropylphenyl)benzene-1,2-diamine), Ferric chloride. Yield: 59.9%. Yields the product C(C)(C)C1=C(C(=CC=C1)C(C)C)N1C(=NC2=C1C=CC=C2)C2=CC=CC=C2 (1-(2,6-diisopropylphenyl)-2-phenyl-1H-benzo[d]imidazole). Starting materials: [Br-].C1(CCCCC1)[Zn+].O1CCCC1 (cyclohexylzinc bromide tetrahydrofuran), BrC1=CC(=C(S1)CC)C(OC1=CC=C(C(=O)OC)C=C1)C1CCCCC1 (methyl 4-[(5-bromo-2-ethylthiophen-3-yl)(cyclohexyl)methoxy]benzoate), [Cl-].[NH4+] (ammonium chloride). The reagents and catalysts are CC(C)([P](C(C)(C)C)([Pd][P](C(C)(C)C)(C(C)(C)C)C(C)(C)C)C(C)(C)C)C (bis(tri-tert-butylphosphine)palladium). Solvent: CN1C(CCC1)=O (N-methylpyrrolidone). Reaction conditions: temperature 80 celsius, time 1 hour. Yields the product C1(CCCCC1)C(OC1=CC=C(C(=O)OC)C=C1)C1=C(SC(=C1)C1CCCCC1)CC (methyl 4-[cyclohexyl(5-cyclohexyl-2-ethylthiophen-3-yl)methoxy]benzoate). Yield: 46.0%. RXN SMILES: Br[C:2]1[S:6][C:5]([CH2:7][CH3:8])=[C:4]([CH:9]([CH:21]2[CH2:26][CH2:25][CH2:24][CH2:23][CH2:22]2)[O:10][C:11]2[CH:20]=[CH:19][C:14]([C:15]([O:17][CH3:18])=[O:16])=[CH:13][CH:12]=2)[CH:3]=1.[Br-].[CH:28]1([Zn+])[CH2:33][CH2:32][CH2:31][CH2:30][CH2:29]1.O1CCCC1.[Cl-].[NH4+]>CN1CCCC1=O.CC(C)([P](C(C)(C)C)([Pd][P](C(C)(C)C)(C(C)(C)C)C(C)(C)C)C(C)(C)C)C>[CH:21]1([CH:9]([C:4]2[CH:3]=[C:2]([CH:28]3[CH2:33][CH2:32][CH2:31][CH2:30][CH2:29]3)[S:6][C:5]=2[CH2:7][CH3:8])[O:10][C:11]2[CH:20]=[CH:19][C:14]([C:15]([O:17][CH3:18])=[O:16])=[CH:13][CH:12]=2)[CH2:22][CH2:23][CH2:24][CH2:25][CH2:26]1 |f:1.2.3,4.5,^1:51,57|. Procedure: To a solution of methyl 4-[(5-bromo-2-ethylthiophen-3-yl)(cyclohexyl)methoxy]benzoate (1.20 g) synthesized above in N-methylpyrrolidone (30 mL) were added 0.5M cyclohexylzinc bromide-tetrahydrofuran solution (8.22 mL) and bis(tri-tert-butylphosphine)palladium (70.0 mg) at 0° C., and the mixture was stirred for 1 hr under an argon atmosphere while heating to 80° C. Saturated aqueous ammonium chloride solution was added to quench the reaction, and the mixture was extracted with ethyl acetate. The ...